This data is from the Open Reaction Database (ORD), a public repository of structured organic reaction records. The task is: describe an organic reaction: reactants, conditions, products, and yield The product is COCCOCCN1C(=O)C2(COc3cc4c(cc32)OCCO4)c2ccccc21. The reactants are COCCOCCBr, CN(C)C=O, [H-], O=C1Nc2ccccc2C12COc1cc3c(cc12)OCCO3, [Na+]. As a reaction SMILES: [Br:25][CH2:26][CH2:27][O:28][CH2:29][CH2:30][O:31][CH3:32].[CH3:33][N:34]([CH3:35])[CH:36]=[O:37].[H-:23].[NH:1]1[C:2](=[O:22])[C:3]2([CH2:4][O:5][c:6]3[cH:7][c:8]4[c:9]([cH:14][c:15]32)[O:10][CH2:11][CH2:12][O:13]4)[c:16]2[cH:17][cH:18][cH:19][cH:20][c:21]21.[Na+:24]>>[N:1]1([CH2:26][CH2:27][O:28][CH2:29][CH2:30][O:31][CH3:32])[C:2](=[O:22])[C:3]2([CH2:4][O:5][c:6]3[cH:7][c:8]4[c:9]([cH:14][c:15]32)[O:10][CH2:11][CH2:12][O:13]4)[c:16]2[cH:17][cH:18][cH:19][cH:20][c:21]21. The reactants are Cc1ccc(F)c(C(=O)Nc2c[nH]c3ncc(Br)c(F)c23)c1, CCCCO, CC(C)(C)OC(=O)NC1CCCNC1. Product: Cc1ccc(F)c(C(=O)Nc2c[nH]c3ncc(Br)c(N4CCCC(NC(=O)OC(C)(C)C)C4)c23)c1. As a reaction SMILES: [Br:1][c:2]1[c:3]([F:22])[c:4]2[c:5]([n:6][cH:7]1)[nH:8][cH:9][c:10]2[NH:11][C:12]([c:13]1[c:14]([F:20])[cH:15][cH:16][c:17]([CH3:19])[cH:18]1)=[O:21].[CH2:37]([OH:38])[CH2:39][CH2:40][CH3:41].[NH:23]1[CH2:24][CH:25]([NH:29][C:30]([O:31][C:32]([CH3:33])([CH3:34])[CH3:35])=[O:36])[CH2:26][CH2:27][CH2:28]1>>[Br:1][c:2]1[c:3]([N:23]2[CH2:24][CH:25]([NH:29][C:30]([O:31][C:32]([CH3:33])([CH3:34])[CH3:35])=[O:36])[CH2:26][CH2:27][CH2:28]2)[c:4]2[c:5]([n:6][cH:7]1)[nH:8][cH:9][c:10]2[NH:11][C:12]([c:13]1[c:14]([F:20])[cH:15][cH:16][c:17]([CH3:19])[cH:18]1)=[O:21]. Starting materials: BrC1=CC(=C(C(=C1)F)C(=O)N1CCN(CC1)C1=NC=C(C=C1C)C)F ((4-bromo-2,6-difluorophenyl)[4-(3,5-dimethylpyridin-2-yl)piperazin-1-yl]methanone), C(C)(=O)N1C(NCC1)=O (1-acetylimidazolidin-2-one). The product is C(C)(=O)N1C(N(CC1)C1=CC(=C(C(=C1)F)C(=O)N1CCN(CC1)C1=NC=C(C=C1C)C)F)=O (1-acetyl-3-{4-[4-(3,5-dimethylpyridin-2-yl)piperazine-1-carbonyl]-3,5-difluorophenyl}imidazolidin-2-one). The yield is 66.5%. As a reaction SMILES: Br[C:2]1[CH:7]=[C:6]([F:8])[C:5]([C:9]([N:11]2[CH2:16][CH2:15][N:14]([C:17]3[C:22]([CH3:23])=[CH:21][C:20]([CH3:24])=[CH:19][N:18]=3)[CH2:13][CH2:12]2)=[O:10])=[C:4]([F:25])[CH:3]=1.[C:26]([N:29]1[CH2:33][CH2:32][NH:31][C:30]1=[O:34])(=[O:28])[CH3:27]>>[C:26]([N:29]1[CH2:33][CH2:32][N:31]([C:2]2[CH:7]=[C:6]([F:8])[C:5]([C:9]([N:11]3[CH2:16][CH2:15][N:14]([C:17]4[C:22]([CH3:23])=[CH:21][C:20]([CH3:24])=[CH:19][N:18]=4)[CH2:13][CH2:12]3)=[O:10])=[C:4]([F:25])[CH:3]=2)[C:30]1=[O:34])(=[O:28])[CH3:27]. Reported procedure: Using (4-bromo-2,6-difluorophenyl)[4-(3,5-dimethylpyridin-2-yl)piperazin-1-yl]methanone (1.23 g) described in Preparation Example 111 and 1-acetylimidazolidin-2-one (461 mg) and by the reaction and treatment in the same manner as in Example 1, the title compound (912 mg) was obtained.